Dataset: the Open Reaction Database (ORD), a public repository of structured organic reaction records. Task: describe an organic reaction: reactants, conditions, products, and yield Starting materials: N1(C=NC=C1)C(C=1C=C2N=C(C(NC2=CC1)=O)C)C1=CC=CC=C1 (6-[(1H-imidazol-1-yl)phenylmethyl]-3-methyl-2(1H)-quinoxalinone), [OH-].[Na+] (sodium hydroxide), NOS(=O)(=O)O (hydroxylamine-O-sulfonic acid). Run in O (water). Run at time 1 hour. The product is NN1C(C(=NC2=CC(=CC=C12)C(C1=CC=CC=C1)N1C=NC=C1)C)=O (1-amino-6-[(1H-imidazol-1-yl)phenylmethyl]-3-methyl-2(1H)-quinoxalinone). Isolated yield 38.2%. As a reaction SMILES: [N:1]1([CH:6]([C:19]2[CH:24]=[CH:23][CH:22]=[CH:21][CH:20]=2)[C:7]2[CH:8]=[C:9]3[C:14](=[CH:15][CH:16]=2)[NH:13][C:12](=[O:17])[C:11]([CH3:18])=[N:10]3)[CH:5]=[CH:4][N:3]=[CH:2]1.[OH-].[Na+].[NH2:27]OS(O)(=O)=O>O>[NH2:27][N:13]1[C:14]2[C:9](=[CH:8][C:7]([CH:6]([N:1]3[CH:5]=[CH:4][N:3]=[CH:2]3)[C:19]3[CH:20]=[CH:21][CH:22]=[CH:23][CH:24]=3)=[CH:16][CH:15]=2)[N:10]=[C:11]([CH3:18])[C:12]1=[O:17] |f:1.2|. Procedure: A mixture of 5 parts of 6-[(1H-imidazol-1-yl)phenylmethyl]-3-methyl-2(1H)-quinoxalinone, 3.3 parts of sodium hydroxide and 30 parts of water was stirred for 1 hour at room temperature. 5 Parts of hydroxylamine-O-sulfonic acid were added and the reaction mixture was stirred for 4 hours at 20° C. The product was extracted with dichloromethane (3×65 parts). The combined extracts were dried, filtered and evaporated. The residue was purified by column chromatography over silica gel using a mixture of... Reactants: O=C(O)CC(NC(=O)OCc1ccccc1)C(=O)O, CCOC(C)=O, O=S(Cl)Cl. Product: O=C1CC(NC(=O)OCc2ccccc2)C(=O)O1. As a reaction SMILES: [CH2:1]([c:2]1[cH:3][cH:4][cH:5][cH:6][cH:7]1)[O:8][C:9](=[O:10])[NH:11][CH:12]([CH2:13][C:14](=[O:15])[OH:16])[C:17](=[O:18])[OH:19].[CH3:24][CH2:25][O:26][C:27](=[O:28])[CH3:29].[S:20]([Cl:21])([Cl:22])=[O:23]>>[CH2:1]([c:2]1[cH:3][cH:4][cH:5][cH:6][cH:7]1)[O:8][C:9](=[O:10])[NH:11][CH:12]1[CH2:13][C:14](=[O:16])[O:19][C:17]1=[O:18]. Reactants: C(C)(=O)O[C@H]1[C@@H]([C@@H](OC(C)=O)[C@H](OC(C)=O)[C@H](O1)COC(C)=O)N1C(C=2C(C1=O)=CC=CC2)=O (1,3,4,6-Tetra-O-acetyl-2-deoxy-2-phthalimido-β-D-glucopyranose), C1(=CC=CC=C1)S (thiophenol), [Sn](Cl)(Cl)(Cl)Cl (tin tetrachloride). The solvent is ClCCl (dichloromethane). Yields the product crude product, S1C(=CC=C1)[C@]1(O)[C@@H]([C@@H](OC(C)=O)[C@H](OC(C)=O)[C@H](O1)COC(C)=O)N1C(C=2C(C1=O)=CC=CC2)=O (1-Thiophenyl-3,4,6-tri-O-acetyl-2-deoxy-2-phthalimido-β-D-glucopyranose). RXN SMILES: C([O:4][C@@H:5]1[O:18][C@H:17]([CH2:19][O:20][C:21](=[O:23])[CH3:22])[C@@H:12]([O:13][C:14](=[O:16])[CH3:15])[C@H:7]([O:8][C:9](=[O:11])[CH3:10])[C@H:6]1[N:24]1[C:28](=[O:29])[C:27]2=[CH:30][CH:31]=[CH:32][CH:33]=[C:26]2[C:25]1=[O:34])(=O)C.[C:35]1([SH:41])[CH:40]=[CH:39][CH:38]=CC=1.[Sn](Cl)(Cl)(Cl)Cl>ClCCl>[S:41]1[CH:35]=[CH:40][CH:39]=[C:38]1[C@:5]1([O:18][C@H:17]([CH2:12][O:13][C:14](=[O:16])[CH3:15])[C@@H:19]([O:20][C:21](=[O:23])[CH3:22])[C@H:7]([O:8][C:9](=[O:11])[CH3:10])[C@H:6]1[N:24]1[C:25](=[O:34])[C:26]2=[CH:33][CH:32]=[CH:31][CH:30]=[C:27]2[C:28]1=[O:29])[OH:4]. Procedure: The product compound [2] (0.31-8.02 g, 0.68-17.7 mmol) is dissolved in 3.2-100 ml of dry dichloromethane, and thiophenol (0.15-3.9 g, 1.36-35.4 mmol) and tin tetrachloride (0.35-9.22 g, 1.36-35.4 mmol) are added and the mixture is stirred until reaction is complete. The reaction mixture is diluted and then washed with saturated sodium bicarbonate solution. Concentration results in the crude product compound [3]. Purification takes place by chromatography on silica gel with an ethyl acetate/isohe...